Dataset: the Open Reaction Database (ORD), a public repository of structured organic reaction records. Task: describe an organic reaction: reactants, conditions, products, and yield The reactants are O=Cc1cccc(Br)n1, CO, COC(OC)OC, Cc1ccccc1S(=O)(=O)O. Yields the product COC(OC)c1cccc(Br)n1. Reaction SMILES: [Br:1][c:2]1[cH:3][cH:4][cH:5][c:6]([CH:8]=[O:9])[n:7]1.[CH3:28][OH:29].[CH:10]([O:11][CH3:12])([O:13][CH3:14])[O:15][CH3:16].[c:17]1([CH3:18])[c:19]([S:20]([OH:21])(=[O:22])=[O:23])[cH:24][cH:25][cH:26][cH:27]1>>[Br:1][c:2]1[cH:3][cH:4][cH:5][c:6]([CH:10]([O:11][CH3:12])[O:13][CH3:14])[n:7]1.